This data is from the Open Reaction Database (ORD), a public repository of structured organic reaction records. The task is: describe an organic reaction: reactants, conditions, products, and yield Starting materials: COC(=O)c1cccc(N2C(=O)OCC2Cc2ccccc2)c1, O=C(O)c1cccc(N2CCOC2=O)c1. The product is O=C(O)c1cccc(N2C(=O)OCC2Cc2ccccc2)c1. Reaction SMILES: [CH3:1][O:2][C:3]([c:4]1[cH:5][c:6]([N:10]2[C:11](=[O:22])[O:12][CH2:13][CH:14]2[CH2:15][c:16]2[cH:17][cH:18][cH:19][cH:20][cH:21]2)[cH:7][cH:8][cH:9]1)=[O:23].[O:24]=[C:25]1[N:26]([c:27]2[cH:28][c:29]([C:33]([OH:34])=[O:35])[cH:30][cH:31][cH:32]2)[CH2:36][CH2:37][O:38]1>>[O:2]=[C:3]([c:4]1[cH:5][c:6]([N:10]2[C:11](=[O:22])[O:12][CH2:13][CH:14]2[CH2:15][c:16]2[cH:17][cH:18][cH:19][cH:20][cH:21]2)[cH:7][cH:8][cH:9]1)[OH:23]. The reactants are CO, O=C(O)c1ccc2c(c1)CCC(CO)O2, O=S(=O)(O)O. Product: COC(=O)c1ccc2c(c1)CCC(CO)O2. RXN SMILES: [CH3:21][OH:22].[OH:1][CH2:2][CH:3]1[O:4][c:5]2[c:6]([cH:9][c:10]([C:13](=[O:14])[OH:15])[cH:11][cH:12]2)[CH2:7][CH2:8]1.[S:16](=[O:17])(=[O:18])([OH:19])[OH:20]>>[OH:1][CH2:2][CH:3]1[O:4][c:5]2[c:6]([cH:9][c:10]([C:13](=[O:14])[O:15][CH3:21])[cH:11][cH:12]2)[CH2:7][CH2:8]1. Solvent: C(C)(=O)OCC (ethyl acetate). Reaction SMILES: [CH2:1]([C:4]1[C:12]([OH:13])=[CH:11][CH:10]=[C:9]2[C:5]=1[CH:6]=[CH:7][N:8]2[C:14]1[CH:19]=[CH:18][C:17]([Cl:20])=[CH:16][CH:15]=1)[CH:2]=[CH2:3]>C(OCC)(=O)C.[Pd]>[OH:13][C:12]1[C:4]([CH2:1][CH2:2][CH3:3])=[C:5]2[C:9](=[CH:10][CH:11]=1)[N:8]([C:14]1[CH:19]=[CH:18][C:17]([Cl:20])=[CH:16][CH:15]=1)[CH:7]=[CH:6]2. Reactants: C(C=C)C1=C2C=CN(C2=CC=C1O)C1=CC=C(C=C1)Cl (4-allyl-5-hydroxy-N-(4-chlorophenyl)indole). The reagents and catalysts are [Pd] (palladium on charcoal). Reported procedure: 4-allyl-5-hydroxy-N-(4-chlorophenyl)indole (Step C; 1.0 g, 3.54 mmol) was taken up in 25 mL ethyl acetate and hydrogenated (1 atm) at ambient temperature using 5% palladium on charcoal (40 mg) for 2 hours. The reaction was filtered through celite and concentrated in vacuo to provide the title compound which was used without further purification. Yields the product OC=1C(=C2C=CN(C2=CC1)C1=CC=C(C=C1)Cl)CCC (5-hydroxy-4-propyl-N-(4-chlorophenyl)indole).